Dataset: the Open Reaction Database (ORD), a public repository of structured organic reaction records. Task: describe an organic reaction: reactants, conditions, products, and yield Run in CN(C=O)C (dimethylformamide), CN(C=O)C (dimethylformamide). Conditions: time 8 hour. The reactants are S(=O)(Cl)Cl (Thionyl chloride), S1(N=CC2=C1C=CC=C2)(=O)=O (benzisothiazole-1,1-dioxide), S(=O)(Cl)Cl (thionyl chloride), O1CCOCC1 (dioxane). The product is ClC1=NS(C2=C1C=CC=C2)(=O)=O (3-chloro-1,2-benzisothiazole-1,1-dioxide). Reported procedure: 100 g (545 mM) of benzisothiazole-1,1-dioxide 100 ml. of thionyl chloride, 4 ml. of dimethylformamide (catalyst) and 400 ml. of dioxane are refluxed overnight. Thionyl chloride (50 ml.) and dimethylformamide (1 ml.) are added to the reaction mixture which is again refluxed overnight. The reaction mixture is evaporated to dryness and the residue recrystallized from toluene to obtain 73.4 g of 3-chloro-1,2-benzisothiazole-1,1-dioxide, m.p. 140°-145°. Reaction SMILES: [S:1]1(=[O:11])(=[O:10])[C:5]2[CH:6]=[CH:7][CH:8]=[CH:9][C:4]=2[CH:3]=[N:2]1.S(Cl)([Cl:14])=O.O1CCOCC1>CN(C)C=O>[Cl:14][C:3]1[C:4]2[CH:9]=[CH:8][CH:7]=[CH:6][C:5]=2[S:1](=[O:10])(=[O:11])[N:2]=1. Reactants: compound, C(C)(=O)NC1CC(C2=C(C=CC(=C2C1)OC)NC(C)=O)=O (3,8-Diacetylamino-5-methoxy-1-tetralone), C([O-])([O-])=O.[Na+].[Na+] (sodium carbonate). Run in Cl (hydrochloric acid). Conditions: temperature 60 celsius. Product: C(C)(=O)NC1CC(C2=C(C=CC(=C2C1)OC)N)=O (3-Acetylamino-8-amino-5-methoxy-1-tetralone). As a reaction SMILES: [C:1]([NH:4][CH:5]1[CH2:14][C:13]2[C:8](=[C:9]([NH:17]C(=O)C)[CH:10]=[CH:11][C:12]=2[O:15][CH3:16])[C:7](=[O:21])[CH2:6]1)(=[O:3])[CH3:2].C(=O)([O-])[O-].[Na+].[Na+]>Cl>[C:1]([NH:4][CH:5]1[CH2:14][C:13]2[C:8](=[C:9]([NH2:17])[CH:10]=[CH:11][C:12]=2[O:15][CH3:16])[C:7](=[O:21])[CH2:6]1)(=[O:3])[CH3:2] |f:1.2.3|. Reported procedure: 102 mg of the compound prepared in (4) above was charged into 20 ml of 3N hydrochloric acid aqueous solution, and the mixture was heated at 60° C. for 2 hours while stirring. After cooling to 0° C., the reaction mixture was neutralized with sodium carbonate and extracted with chloroform. The extract was dried over magnesium sulfate, and subjected to silica gel column chromatography using an chloroform-methanol (40:1) mixed solvent as an eluant to obtain fractions containing the target compound. ... Reactants: [BH4-], CCO, Cl, [Na+], [Na+], [OH-], O=C(CCCN1CCN(c2noc3ccccc23)CC1)c1ccc(F)cc1. Yields the product OC(CCCN1CCN(c2noc3ccccc23)CC1)c1ccc(F)cc1. As a reaction SMILES: [BH4-:29].[CH3:33][CH2:34][OH:35].[ClH:1].[Na+:30].[Na+:32].[OH-:31].[o:2]1[n:3][c:4]([N:11]2[CH2:12][CH2:13][N:14]([CH2:17][CH2:18][CH2:19][C:20](=[O:21])[c:22]3[cH:23][cH:24][c:25]([F:28])[cH:26][cH:27]3)[CH2:15][CH2:16]2)[c:5]2[c:6]1[cH:7][cH:8][cH:9][cH:10]2>>[o:2]1[n:3][c:4]([N:11]2[CH2:12][CH2:13][N:14]([CH2:17][CH2:18][CH2:19][CH:20]([OH:21])[c:22]3[cH:23][cH:24][c:25]([F:28])[cH:26][cH:27]3)[CH2:15][CH2:16]2)[c:5]2[c:6]1[cH:7][cH:8][cH:9][cH:10]2. Reactants: FC=1C=C(C=CC1OC1=C2C(=NC=C1)C=C(S2)I)N(C(=O)C2(CC2)C(=O)N)C2=CC=C(C=C2)F (N-(3-fluoro-4-(2-iodothieno[3,2-b]pyridin -7-yloxy)phenyl)-N-(4-fluorophenyl)cyclopropane-1,1-dicarboxamide), CN1CCN(CC1)C(C)(C#C)C (1-methyl-4-(2-methylbut-3-yn-2-yl)piperazine). The product is FC=1C=C(C=CC1OC1=C2C(=NC=C1)C=C(S2)C#CC(C)(N2CCN(CC2)C)C)N(C(=O)C2(CC2)C(=O)N)C2=CC=C(C=C2)F (N-(3-fluoro-4-(2-(3-methyl-3-(4-methylpiperazin-1-yl)but-1-ynyl)thieno[3,2-b]pyridin-7-yloxy)phenyl)-N-(4-fluorophenyl)cyclopropane-1,1-dicarboxamide). Yield: 18.8%. Reaction SMILES: [F:1][C:2]1[CH:3]=[C:4]([N:19]([C:28]2[CH:33]=[CH:32][C:31]([F:34])=[CH:30][CH:29]=2)[C:20]([C:22]2([C:25]([NH2:27])=[O:26])[CH2:24][CH2:23]2)=[O:21])[CH:5]=[CH:6][C:7]=1[O:8][C:9]1[CH:14]=[CH:13][N:12]=[C:11]2[CH:15]=[C:16](I)[S:17][C:10]=12.[CH3:35][N:36]1[CH2:41][CH2:40][N:39]([C:42]([CH3:46])([C:44]#[CH:45])[CH3:43])[CH2:38][CH2:37]1>>[F:1][C:2]1[CH:3]=[C:4]([N:19]([C:28]2[CH:33]=[CH:32][C:31]([F:34])=[CH:30][CH:29]=2)[C:20]([C:22]2([C:25]([NH2:27])=[O:26])[CH2:24][CH2:23]2)=[O:21])[CH:5]=[CH:6][C:7]=1[O:8][C:9]1[CH:14]=[CH:13][N:12]=[C:11]2[CH:15]=[C:16]([C:45]#[C:44][C:42]([CH3:46])([N:39]3[CH2:38][CH2:37][N:36]([CH3:35])[CH2:41][CH2:40]3)[CH3:43])[S:17][C:10]=12. Procedure: Prepared from N-(3-fluoro-4-(2-iodothieno[3,2-b]pyridin-7-yloxy)phenyl)-N-(4-fluorophenyl)cyclopropane-1,1-dicarboxamide (Example 12, Step A, 20 mg, 0.0338 mmol) and 1-methyl-4-(2-methylbut-3-yn-2-yl)piperazine (11.2 mg, 0.0676 mmol) using the procedure described for Example 6, Step B. The crude was purified by preparative TLC (1 mm thickness, Rf=0.16) eluting with 10% MeOH/DCM. The compound was re-purified by preparative TLC (0.5 mm thickness, Rf=0.84) eluting with 15% MeOH (containing 7N NH3) ...